Dataset: the Open Reaction Database (ORD), a public repository of structured organic reaction records. Task: describe an organic reaction: reactants, conditions, products, and yield Starting materials: ClC(=CCl)OC1=C(C=CC=C1)S(=O)(=O)N=C=O (2-(1,2-dichlorovinyloxy)phenylsulfonylisocyanate), NC1=NC(=CC(=N1)Cl)OC (2-amino-4-chloro-6-methoxypyrimidine). The solvent is O1CCOCC1 (dioxane). Yields the product ClC(=CCl)OC1=C(C=CC=C1)S(=O)(=O)NC(=O)NC1=NC(=CC(=N1)Cl)OC (N-[2-(1,2-Dichlorovinyloxy)phenylsulfonyl]-N'-(4-chloro-6-methoxy-pyrimidin-2-yl)urea). Reaction SMILES: [Cl:1][C:2]([O:5][C:6]1[CH:11]=[CH:10][CH:9]=[CH:8][C:7]=1[S:12]([N:15]=[C:16]=[O:17])(=[O:14])=[O:13])=[CH:3][Cl:4].[NH2:18][C:19]1[N:24]=[C:23]([Cl:25])[CH:22]=[C:21]([O:26][CH3:27])[N:20]=1>O1CCOCC1>[Cl:1][C:2]([O:5][C:6]1[CH:11]=[CH:10][CH:9]=[CH:8][C:7]=1[S:12]([NH:15][C:16]([NH:18][C:19]1[N:24]=[C:23]([Cl:25])[CH:22]=[C:21]([O:26][CH3:27])[N:20]=1)=[O:17])(=[O:13])=[O:14])=[CH:3][Cl:4]. Reported procedure: 7.4 g of 2-(1,2-dichlorovinyloxy)phenylsulfonylisocyanate and 4.0 g of 2-amino-4-chloro-6-methoxypyrimidine are heated to 70°-80° C. in 60 ml of absolute dioxane for 3 hours. After cooling the mixture is treated with activated carbon, filtered and evaporated to 1/5 of the original volume. From the residue crystallise 9.0 g of N-[2-(1,2-Dichlorovinyloxy)phenylsulfonyl]-N'-(4-chloro-6-methoxy-pyrimidin-2-yl)urea, m.p. 196°-198° C. Reactants: CCOC(=O)C(C)N, O=C(O)C(F)c1ccccc1. Product: CCOC(=O)C(C)NC(=O)C(F)c1ccccc1. RXN SMILES: [CH2:12]([CH3:13])[O:14][C:15]([CH:16]([NH2:17])[CH3:18])=[O:19].[F:1][CH:2]([C:3](=[O:4])[OH:5])[c:6]1[cH:7][cH:8][cH:9][cH:10][cH:11]1>>[F:1][CH:2]([C:3](=[O:5])[NH:17][CH:16]([C:15]([O:14][CH2:12][CH3:13])=[O:19])[CH3:18])[c:6]1[cH:7][cH:8][cH:9][cH:10][cH:11]1. Reactants: OC1=CC=C(C=C1)C(C(=O)OC)C (methyl 2-(4-hydroxyphenyl)propionate), [N+](=O)(O)[O-] (nitric acid), ice water. Procedure details: In a mixture of 18ml of nitric acid and 30ml of acetic acid 2.76g of methyl 2-(4-hydroxyphenyl)propionate was stirred at -10° to -20° C for 4 hours. The reaction mixture was poured into ice water and extracted with chloroform. The extract was washed with a sodium hydrogen carbonate solution and water and dried over magnesium sulfate. The chloroform was distilled off to give the desired compound in a yield of 2.35g (69%). The physical data of this compound coincided with those of the compound as ... Product: [N+](=O)([O-])C=1C=C(C=CC1O)C(C(=O)OC)C (Methyl 2-(3-nitro-4-hydroxyphenyl)propionate). Solvent: C(C)(=O)O (acetic acid). Reaction SMILES: [OH:1][C:2]1[CH:7]=[CH:6][C:5]([CH:8]([CH3:13])[C:9]([O:11][CH3:12])=[O:10])=[CH:4][CH:3]=1.[N+:14]([O-])([OH:16])=[O:15]>C(O)(=O)C>[N+:14]([C:7]1[CH:6]=[C:5]([CH:8]([CH3:13])[C:9]([O:11][CH3:12])=[O:10])[CH:4]=[CH:3][C:2]=1[OH:1])([O-:16])=[O:15]. Run at time 4 hour. The reactants are C1(=CC=CC=C1)P(C1=CC=CC=C1)C1=CC=CC=C1 (Triphenylphosphine), N(=NC(=O)OC(C)C)C(=O)OC(C)C (diisopropyl azodicarboxylate), OCC1CCN(CC1)C(=O)OC(C)(C)C (Tert-butyl 4-(hydroxymethyl)piperidine-1-carboxylate), C1(=CC=CC=C1)P(C1=CC=CC=C1)C1=CC=CC=C1 (triphenylphosphine), N(=NC(=O)OC(C)C)C(=O)OC(C)C (diisopropyl azodicarboxylate), C(C1=CC=CC=C1)OC1=C(C(=O)NC2=C(C(=O)OC)C=CC(=C2)C2=CC=CC=C2)C=C(C=C1)O (methyl 2-(2-(benzyloxy)-5-hydroxybenzamido)-4-phenylbenzoate), C1(=CC=CC=C1)P(C1=CC=CC=C1)C1=CC=CC=C1 (Triphenylphosphine), N(=NC(=O)OC(C)C)C(=O)OC(C)C (diisopropyl azodicarboxylate). Solvent: O1CCCC1 (tetrahydrofuran). Conditions: time 30 minute. The product is C(C1=CC=CC=C1)OC1=C(C(=O)NC2=C(C(=O)OC)C=CC(=C2)C2=CC=CC=C2)C=C(C=C1)OCC1CCN(CC1)C(=O)OC(C)(C)C (methyl 2-(2-(benzyloxy)-5-((1-(tert-butoxycarbonyl)piperidin-4-yl)methoxy)benzamido)-4-phenylbenzoate). As a reaction SMILES: [OH:1][CH2:2][CH:3]1[CH2:8][CH2:7][N:6]([C:9]([O:11][C:12]([CH3:15])([CH3:14])[CH3:13])=[O:10])[CH2:5][CH2:4]1.C1(P(C2C=CC=CC=2)C2C=CC=CC=2)C=CC=CC=1.N(C(OC(C)C)=O)=NC(OC(C)C)=O.[CH2:49]([O:56][C:57]1[CH:81]=[CH:80][C:79](O)=[CH:78][C:58]=1[C:59]([NH:61][C:62]1[CH:71]=[C:70]([C:72]2[CH:77]=[CH:76][CH:75]=[CH:74][CH:73]=2)[CH:69]=[CH:68][C:63]=1[C:64]([O:66][CH3:67])=[O:65])=[O:60])[C:50]1[CH:55]=[CH:54][CH:53]=[CH:52][CH:51]=1>O1CCCC1>[CH2:49]([O:56][C:57]1[CH:81]=[CH:80][C:79]([O:1][CH2:2][CH:3]2[CH2:8][CH2:7][N:6]([C:9]([O:11][C:12]([CH3:15])([CH3:14])[CH3:13])=[O:10])[CH2:5][CH2:4]2)=[CH:78][C:58]=1[C:59]([NH:61][C:62]1[CH:71]=[C:70]([C:72]2[CH:73]=[CH:74][CH:75]=[CH:76][CH:77]=2)[CH:69]=[CH:68][C:63]=1[C:64]([O:66][CH3:67])=[O:65])=[O:60])[C:50]1[CH:51]=[CH:52][CH:53]=[CH:54][CH:55]=1. Procedure: Tert-butyl 4-(hydroxymethyl)piperidine-1-carboxylate (0.26 g), triphenylphosphine (0.35 g), and diisopropyl azodicarboxylate (0.26 mL) were added to a tetrahydrofuran (5.0 mL) solution of methyl 2-(2-(benzyloxy)-5-hydroxybenzamido)-4-phenylbenzoate (0.50 g), followed by stirring at room temperature for 30 minutes. Triphenylphosphine (0.35 g) and diisopropyl azodicarboxylate (0.26 mL) were added to the reaction mixture, followed by stirring at room temperature for 30 minutes. Triphenylphosphine (... Reactants: C(=O)NC=1SC=C(N1)C(C(=O)NC1[C@@H]2N(C(=C(CS2)C(CCO)SC2=NN=NN2)C(=O)O)C1=O)=NOCC=C (7-[2-(2-Formamidothiazol-4-yl)-2-allyloxyiminoacetamido]-3-[1-(2-hydroxyethyl)-1H-tetrazol-5-ylthiomethyl]-3-cephem-4-carboxylic acid), Cl (hydrochloric acid). The product is Cl.NC=1SC=C(N1)C(C(=O)NC1[C@@H]2N(C(=C(CS2)C(CCO)SC2=NN=NN2)C(=O)O)C1=O)=NOCC=C (7-[2-(2-aminothiazol-4-yl)-2-allyloxyiminoacetamido]-3-[1-(2-hydroxyethyl)-1H tetrazol-5-ylthiomethyl]-3-cephem-4-carboxylic acid hydrochloride). Isolated yield 99.3%. RXN SMILES: C([NH:3][C:4]1[S:5][CH:6]=[C:7]([C:9](=[N:35][O:36][CH2:37][CH:38]=[CH2:39])[C:10]([NH:12][CH:13]2[C:33](=[O:34])[N:15]3[C:16]([C:30]([OH:32])=[O:31])=[C:17]([CH:20]([S:24][C:25]4[NH:29][N:28]=[N:27][N:26]=4)[CH2:21][CH2:22][OH:23])[CH2:18][S:19][C@H:14]23)=[O:11])[N:8]=1)=O.[ClH:40]>>[ClH:40].[NH2:3][C:4]1[S:5][CH:6]=[C:7]([C:9](=[N:35][O:36][CH2:37][CH:38]=[CH2:39])[C:10]([NH:12][CH:13]2[C:33](=[O:34])[N:15]3[C:16]([C:30]([OH:32])=[O:31])=[C:17]([CH:20]([S:24][C:25]4[NH:29][N:28]=[N:27][N:26]=4)[CH2:21][CH2:22][OH:23])[CH2:18][S:19][C@H:14]23)=[O:11])[N:8]=1 |f:2.3|. Reported procedure: 7-[2-(2-Formamidothiazol-4-yl)-2-allyloxyiminoacetamido]-3-[1-(2-hydroxyethyl)-1H-tetrazol-5-ylthiomethyl]-3-cephem-4-carboxylic acid (syn isomer, 2.7 g) was treated with conc. hydrochloric acid (0.94 g) in a similar manner to that of Example 1-(2) to give 7-[2-(2-aminothiazol-4-yl)-2-allyloxyiminoacetamido]-3-[1-(2-hydroxyethyl)-1H tetrazol-5-ylthiomethyl]-3-cephem-4-carboxylic acid hydrochloride (syn isomer, 2.72 g). Reactants: C1CCOC1, COC(=O)COc1ccc(-c2ccc3c(c2)c(Cc2ccccc2)c(C)n3Cc2ccccc2)cc1, CO, [K+], [OH-]. Product: Cc1c(Cc2ccccc2)c2cc(-c3ccc(OCC(=O)O)cc3)ccc2n1Cc1ccccc1. Reaction SMILES: [CH2:39]1[O:40][CH2:41][CH2:42][CH2:43]1.[CH3:1][O:2][C:3]([CH2:4][O:5][c:6]1[cH:7][cH:8][c:9](-[c:12]2[cH:13][c:14]3[c:15]([CH2:29][c:30]4[cH:31][cH:32][cH:33][cH:34][cH:35]4)[c:16]([CH3:28])[n:17]([CH2:21][c:22]4[cH:23][cH:24][cH:25][cH:26][cH:27]4)[c:18]3[cH:19][cH:20]2)[cH:10][cH:11]1)=[O:36].[CH3:44][OH:45].[K+:38].[OH-:37]>>[O:2]=[C:3]([CH2:4][O:5][c:6]1[cH:7][cH:8][c:9](-[c:12]2[cH:13][c:14]3[c:15]([CH2:29][c:30]4[cH:31][cH:32][cH:33][cH:34][cH:35]4)[c:16]([CH3:28])[n:17]([CH2:21][c:22]4[cH:23][cH:24][cH:25][cH:26][cH:27]4)[c:18]3[cH:19][cH:20]2)[cH:10][cH:11]1)[OH:36]. The reactants are Oc1cc2ccncc2cc1Br, CN(C)c1ccncc1, COc1cc2nccc(Cl)c2cc1OC, Clc1ccccc1Cl, O. Yields the product COc1cc2nccc(Oc3cc4ccncc4cc3Br)c2cc1OC. As a reaction SMILES: [Br:1][c:2]1[c:3]([OH:12])[cH:4][c:5]2[cH:6][cH:7][n:8][cH:9][c:10]2[cH:11]1.[CH3:29][N:30]([CH3:31])[c:32]1[cH:33][cH:34][n:35][cH:36][cH:37]1.[Cl:13][c:14]1[cH:15][cH:16][n:17][c:18]2[cH:19][c:20]([O:26][CH3:27])[c:21]([O:24][CH3:25])[cH:22][c:23]12.[Cl:38][c:39]1[cH:40][cH:41][cH:42][cH:43][c:44]1[Cl:45].[OH2:28]>>[Br:1][c:2]1[c:3]([O:12][c:14]2[cH:15][cH:16][n:17][c:18]3[cH:19][c:20]([O:26][CH3:27])[c:21]([O:24][CH3:25])[cH:22][c:23]23)[cH:4][c:5]2[cH:6][cH:7][n:8][cH:9][c:10]2[cH:11]1.